The task is: describe an organic reaction: reactants, conditions, products, and yield. This data is from the Open Reaction Database (ORD), a public repository of structured organic reaction records. The reactants are C(#N)N=C(CC#N)OCC (ethyl N,2-dicyanoacetimidate), CC1NCCCC1 (2-methylpiperidine). The solvent is O1CCCC1 (tetrahydrofuran). The product is C(#N)N=C(CC#N)N(CC)CC (3-(cyanoimino)-3-(N,N-diethylamino)propionitrile). RXN SMILES: [C:1]([N:3]=[C:4](OCC)[CH2:5][C:6]#[N:7])#[N:2].[CH3:11][CH:12]1CC[CH2:15][CH2:14][NH:13]1>O1CCCC1>[C:1]([N:3]=[C:4]([N:13]([CH2:14][CH3:15])[CH2:12][CH3:11])[CH2:5][C:6]#[N:7])#[N:2]. Procedure: A solution of 4.00 g (0.0292 m) of ethyl N,2-dicyanoacetimidate and 2.86 g (0.0292 m) 2-methylpiperidine in 80 ml of tetrahydrofuran is stirred for five days at room temperature. The reaction product is isolated in the same way as 3-(cyanoimino)-3-(N,N-diethylamino)propionitrile to give 0.76 g of product, 14%. This product is further purified by chromatography on a Merck "B" column to give material whose nmr, ir, and mass spec are consistent with the desired product. Reported procedure: Under nitrogen, 27 ml (292 mmol) of phosphorus oxychloride were added dropwise at 0° C. to 28 ml (366 mmol) of N,N-dimethylformamide in 190 ml of dichloromethane. The mixture was stirred for 2 h at ambient temperature. It was cooled to 0° C. and 24.5 g (146 mmol) of 6-chloro-1,3-dihydro-2H-indol-2-one were added in small portions. The mixture was stirred for 4 h at ambient temperature. It was cooled to 0° C. and 12.7 ml (146 mmol) of oxalyl chloride were added. Next, it was stirred for 12 h at a... Reactants: ClC1=CC=C2CC(NC2=C1)=O (6-chloro-1,3-dihydro-2H-indol-2-one), C(C(=O)Cl)(=O)Cl (oxalyl chloride), P(=O)(Cl)(Cl)Cl (phosphorus oxychloride), CN(C=O)C (N,N-dimethylformamide). Reaction conditions: time 2 hour. Solvent: ClCCl (dichloromethane), O (water). Isolated yield 51.2%. The product is ClC=1NC2=CC(=CC=C2C1C=O)Cl (2,6-dichloro-1H-indole-3-carbaldehyde). RXN SMILES: P(Cl)(Cl)(Cl)=O.[CH3:6][N:7]([CH3:10])C=O.[Cl:11][C:12]1[CH:20]=[C:19]2[C:15]([CH2:16][C:17](=[O:21])N2)=C[CH:13]=1.C(Cl)(=O)C([Cl:25])=O>ClCCl.O>[Cl:25][C:10]1[NH:7][C:6]2[C:15]([C:16]=1[CH:17]=[O:21])=[CH:19][CH:20]=[C:12]([Cl:11])[CH:13]=2.